This data is from the Open Reaction Database (ORD), a public repository of structured organic reaction records. The task is: describe an organic reaction: reactants, conditions, products, and yield Reactants: C(C=C)[Mg]Cl (Allylmagnesium chloride), O1CCOC12CCC(CC2)=NS(=O)C(C)(C)C (2-methyl-propane-2-sulfinic acid (1,4-dioxa-spiro[4.5]dec-8-ylidene)-amide). The solvent is O1CCCC1 (tetrahydrofuran). Reaction conditions: temperature -78 celsius. The product is C(C=C)C1(CCC2(OCCO2)CC1)NS(=O)C(C)(C)C (2-methyl-propane-2-sulfinic acid (8-allyl-1,4-dioxa-spiro[4.5]dec-8-yl)-amide). RXN SMILES: [CH2:1]([Mg]Cl)[CH:2]=[CH2:3].[O:6]1[C:10]2([CH2:15][CH2:14][C:13](=[N:16][S:17]([C:19]([CH3:22])([CH3:21])[CH3:20])=[O:18])[CH2:12][CH2:11]2)[O:9][CH2:8][CH2:7]1>O1CCCC1>[CH2:3]([C:13]1([NH:16][S:17]([C:19]([CH3:22])([CH3:21])[CH3:20])=[O:18])[CH2:12][CH2:11][C:10]2([O:9][CH2:8][CH2:7][O:6]2)[CH2:15][CH2:14]1)[CH:2]=[CH2:1]. Procedure: Allylmagnesium chloride (2 mol/L in tetrahydrofuran, 17.0 mL) is added to a solution of 2-methyl-propane-2-sulfinic acid (1,4-dioxa-spiro[4.5]dec-8-ylidene)-amide (7.0 g) in tetrahydrofuran (70 mL) cooled to −78° C. The resulting solution is stirred with cooling for 3 h and then quenched by the addition of 10% aqueous NH4Cl solution. Reactants: C[C@@]1(NC=2N(C(C=C(N2)N2CCOCC2)=O)C1)C(F)(F)F ((2S)-2-methyl-7-(morpholin-4-yl)-2-(trifluoromethyl)-2,3-dihydroimidazo[1,2-a]pyrimidin-5(1H)-one), BrCCC1=CC=C(C=C1)Cl (1-(2-bromoethyl)-4-chlorobenzene), C([O-])([O-])=O.[Cs+].[Cs+] (caesium carbonate). Product: ClC1=CC=C(C=C1)CCN1[C@@](CN2C1=NC(=CC2=O)N2CCOCC2)(C(F)(F)F)C ((2S)-1-[2-(4-Chlorophenyl)ethyl]-2-methyl-7-(morpholin-4-yl)-2-(trifluoromethyl)-2,3-dihydroimidazo[1,2-a]pyrimidin-5(1H)-one). Procedure: The product is prepared according to the procedure described in stage k of Example 1, using 100 mg of (2S)-2-methyl-7-(morpholin-4-yl)-2-(trifluoromethyl)-2,3-dihydroimidazo[1,2-a]pyrimidin-5(1H)-one (Example 1j) and 87 mg of 1-(2-bromoethyl)-4-chlorobenzene, replacing the sodium hydride with 214 mg of caesium carbonate. After purification by preparative HPLC/MS (method C), 65 mg of (2S)-1-[2-(4-chlorophenyl)ethyl]-2-methyl-7-(morpholin-4-yl)-2-(trifluoromethyl)-2,3-dihydroimidazo[1,2-a]pyrimidi... RXN SMILES: [CH3:1][C@@:2]1([C:18]([F:21])([F:20])[F:19])[CH2:17][N:5]2[C:6](=[O:16])[CH:7]=[C:8]([N:10]3[CH2:15][CH2:14][O:13][CH2:12][CH2:11]3)[N:9]=[C:4]2[NH:3]1.Br[CH2:23][CH2:24][C:25]1[CH:30]=[CH:29][C:28]([Cl:31])=[CH:27][CH:26]=1.C(=O)([O-])[O-].[Cs+].[Cs+]>>[Cl:31][C:28]1[CH:29]=[CH:30][C:25]([CH2:24][CH2:23][N:3]2[C:4]3=[N:9][C:8]([N:10]4[CH2:11][CH2:12][O:13][CH2:14][CH2:15]4)=[CH:7][C:6](=[O:16])[N:5]3[CH2:17][C@@:2]2([CH3:1])[C:18]([F:21])([F:19])[F:20])=[CH:26][CH:27]=1 |f:2.3.4|. Reactants: C(C)OC(C(C)N1N(C(CCC(C1=O)N1C(C2=CC=CC=C2C1=O)=O)=O)C)=O (2-[6-(1,3-Dioxo-1,3-dihydro-isoindol-2-yl)-2-methyl-3,7-dioxo-[1,2]diazepan-1-yl]-propionic acid ethyl ester), C(C)(C)(C)OC(CN1N(C(CCC(C1=O)N)=O)CC1=CC=CC=C1)=O ((6-Amino-2-benzyl-3,7-dioxo-[1,2]diazepan-1-yl)-acetic acid tert-butyl ester). Product: C(C)OC(C(C)N1N(C(CCC(C1=O)N)=O)C)=O (2-(6-Amino-2-methyl-3,7-dioxo-[1,2]diazepan-1-yl)-propionic acid ethyl ester), C(C)OC(C(C)N1N(C(CCC(C1=O)N1C(C2=CC=CC=C2C1=O)=O)=O)C)=O (2-[6-(1,3-Dioxo-1,3-dihydro-isoindol-2-yl)-2-methyl-3,7-dioxo-[1,2]diazepan-1-yl]-propionic acid ethyl ester). The yield is 73.0%. RXN SMILES: [CH2:1]([O:3][C:4](=[O:28])[CH:5]([N:7]1[C:13](=[O:14])[CH:12]([N:15]2[C:23](=[O:24])[C:22]3[C:17](=[CH:18][CH:19]=[CH:20][CH:21]=3)[C:16]2=[O:25])[CH2:11][CH2:10][C:9](=[O:26])[N:8]1[CH3:27])[CH3:6])[CH3:2].C(OC(=O)CN1C(=O)C(N)CCC(=O)N1CC1C=CC=CC=1)(C)(C)C>>[CH2:1]([O:3][C:4](=[O:28])[CH:5]([N:7]1[C:13](=[O:14])[CH:12]([NH2:15])[CH2:11][CH2:10][C:9](=[O:26])[N:8]1[CH3:27])[CH3:6])[CH3:2].[CH2:1]([O:3][C:4](=[O:28])[CH:5]([N:7]1[C:13](=[O:14])[CH:12]([N:15]2[C:16](=[O:25])[C:17]3[C:22](=[CH:21][CH:20]=[CH:19][CH:18]=3)[C:23]2=[O:24])[CH2:11][CH2:10][C:9](=[O:26])[N:8]1[CH3:27])[CH3:6])[CH3:2]. Procedure details: 2-(6-Amino-2-methyl-3,7-dioxo-[1,2]diazepan-1-yl)-propionic acid ethyl ester (16) was prepared from 2-[6-(1,3-dioxo-1,3-dihydro-isoindol-2-yl)-2-methyl-3,7-dioxo-[1,2]diazepan-1-yl]-propionic acid ethyl ester (15) by the method used to prepare 6a to afford 143 mg (73% yield) of the title compound as a mixture of diastereomers. 1H-NMR (500 MHz, CDCl3) δ 1.22-1.30 (m, 2.5H), 1.47-1.50 (d, 0.5H), 1.52-1.70 (m, 3H), 1.70-1.82 (m, 1H), 2.30-2.40 (m, 1H), 2.48-2.69 (m, 1H), 2.75-2.82 (m, 0.5H), 3.03-3... Reactants: C([O-])([O-])=O.[K+].[K+] (Potassium carbonate), ClCC1=CC=C(C=C1)OC (1-(chloromethyl)-4-methoxybenzene), [N+](=O)([O-])C=1C=NNC1 (4-Nitro-1H-pyrazole). Solvent: CN(C=O)C (dimethylformamide). Reaction conditions: temperature 80 celsius, time 3 hour. The product is COC1=CC=C(CN2N=CC(=C2)[N+](=O)[O-])C=C1 (1-(4-methoxybenzyl)-4-nitro-1H-pyrazole). Yield: 110.1%. Reaction SMILES: [N+:1]([C:4]1[CH:5]=[N:6][NH:7][CH:8]=1)([O-:3])=[O:2].C(=O)([O-])[O-].[K+].[K+].Cl[CH2:16][C:17]1[CH:22]=[CH:21][C:20]([O:23][CH3:24])=[CH:19][CH:18]=1>CN(C)C=O>[CH3:24][O:23][C:20]1[CH:21]=[CH:22][C:17]([CH2:16][N:6]2[CH:5]=[C:4]([N+:1]([O-:3])=[O:2])[CH:8]=[N:7]2)=[CH:18][CH:19]=1 |f:1.2.3|. Procedure details: 4-Nitro-1H-pyrazole (1 g, 8.84 mmol) was dissolved in dimethylformamide (40 ml). Potassium carbonate (1.2 g, 8.68 mmol) and 1-(chloromethyl)-4-methoxybenzene (1.2 g, 8.96 mmol) were added and the mixture was heated with stirring at 80° C. for 3 h. Once at room temperature, the reaction mixture was poured onto water and extracted with ethyl acetate (x3). The organic phase was washed with water and brine, dried over magnesium sulphate, filtered and the solvent evaporated under reduced pressure to ... The reactants are C(C)OC(C(F)P(=O)(OCC)OCC)=O ((diethoxy-phosphoryl)-fluoro-acetic acid ethyl ester), [H-].[Na+] (NaH), O=C1C2CC3(CC(CC1C3)C2)OC(CC(C)(C)C)=O (3,3-dimethyl-butyric acid 4-oxo-adamantan-1-yl ester). Run in C1CCOC1 (THF), C1CCOC1 (THF). The product is FC(C(=O)OCC)=C1C2CC3(CC(CC1C3)C2)OC(CC(C)(C)C)=O (3,3-Dimethyl-butyric acid 4-(fluoro-ethoxycarbonyl-methylene)-adamantan-1-yl ester). As a reaction SMILES: [CH2:1]([O:3][C:4](=[O:15])[CH:5](P(OCC)(OCC)=O)[F:6])[CH3:2].[H-].[Na+].O=[C:19]1[CH:26]2[CH2:27][C:22]3([O:29][C:30](=[O:36])[CH2:31][C:32]([CH3:35])([CH3:34])[CH3:33])[CH2:23][CH:24]([CH2:28][CH:20]1[CH2:21]3)[CH2:25]2>C1COCC1>[F:6][C:5](=[C:25]1[CH:26]2[CH2:27][C:22]3([O:29][C:30](=[O:36])[CH2:31][C:32]([CH3:34])([CH3:33])[CH3:35])[CH2:21][CH:20]([CH2:28][CH:24]1[CH2:23]3)[CH2:19]2)[C:4]([O:3][CH2:1][CH3:2])=[O:15] |f:1.2|. Reported procedure: 1.48 ml of (diethoxy-phosphoryl)-fluoro-acetic acid ethyl ester are added dropwise to a suspension of 317 mg of NaH (55% in mineral oil) in 30 ml of THF at 0°. The mixture obtained is stirred, 1.37 g of 3,3-dimethyl-butyric acid 4-oxo-adamantan-1-yl ester in 10 ml of THF are added slowly and the mixture obtained is stirred at RT overnight. The mixture obtained is diluted with EtAc and the diluted mixture obtained is washed with 1M aqueous NaH2PO4 and saturated aqueous NaHCO3 solution. The organi... Starting materials: CC1=NC=CC(=C1)C(C[C@@H](C1=C(C=CC=C1)C)C1=CC=C(C=C1)C1CN(C1)C(=O)OC(C)(C)C)=O ((R)-tert-butyl 3-(4-(3-(2-methylpyridin-4-yl)-3-oxo-1-o-tolylpropyl)phenyl)azetidine-1-carboxylate), Cl.NO (hydroxylamine hydrochloride), C(O)([O-])=O.[Na+] (sodium hydrogencarbonate). Yields the product O\N=C(/C[C@@H](C1=C(C=CC=C1)C)C1=CC=C(C=C1)C1CN(C1)C(=O)OC(C)(C)C)\C1=CC(=NC=C1)C ((R,E)-tert-Butyl 3-(4-(3-(hydroxyimino)-3-(2-methylpyridin-4-yl)-1-o-tolylpropyl)phenyl)azetidine-1-carboxylate). As a reaction SMILES: [CH3:1][C:2]1[CH:7]=[C:6]([C:8](=O)[CH2:9][C@H:10]([C:18]2[CH:23]=[CH:22][C:21]([CH:24]3[CH2:27][N:26]([C:28]([O:30][C:31]([CH3:34])([CH3:33])[CH3:32])=[O:29])[CH2:25]3)=[CH:20][CH:19]=2)[C:11]2[CH:16]=[CH:15][CH:14]=[CH:13][C:12]=2[CH3:17])[CH:5]=[CH:4][N:3]=1.Cl.[NH2:37][OH:38].C(=O)([O-])O.[Na+]>>[OH:38]/[N:37]=[C:8](/[C:6]1[CH:5]=[CH:4][N:3]=[C:2]([CH3:1])[CH:7]=1)\[CH2:9][C@H:10]([C:18]1[CH:19]=[CH:20][C:21]([CH:24]2[CH2:27][N:26]([C:28]([O:30][C:31]([CH3:34])([CH3:33])[CH3:32])=[O:29])[CH2:25]2)=[CH:22][CH:23]=1)[C:11]1[CH:16]=[CH:15][CH:14]=[CH:13][C:12]=1[CH3:17] |f:1.2,3.4|. Procedure details: In analogy to example 1, step 2, from (R)-tert-butyl 3-(4-(3-(2-methylpyridin-4-yl)-3-oxo-1-o-tolylpropyl)phenyl)azetidine-1-carboxylate and hydroxylamine hydrochloride in the presence of sodium hydrogencarbonate was prepared the title compound as a white foam, MS (ESI+): m/z=486.3 ([M+H]+). Starting materials: CC1(C)CCC(O)CC1, C1CCOC1, CC(C)OC(=O)N=NC(=O)OC(C)C, CC1(c2ccc3cc(O)ccc3c2)COC(=O)N1, c1ccc(P(c2ccccc2)c2ccccc2)cc1. Yields the product CC1(C)CCC(Oc2ccc3cc(C4(C)COC(=O)N4)ccc3c2)CC1. Reaction SMILES: [CH3:1][C:2]1([CH3:9])[CH2:3][CH2:4][CH:5]([OH:8])[CH2:6][CH2:7]1.[O:47]1[CH2:48][CH2:49][CH2:50][CH2:51]1.[O:52]=[C:53]([O:54][CH:55]([CH3:56])[CH3:57])[N:58]=[N:59][C:60]([O:61][CH:62]([CH3:63])[CH3:64])=[O:65].[OH:10][c:11]1[cH:12][c:13]2[cH:14][cH:15][c:16]([C:21]3([CH3:27])[NH:22][C:23](=[O:26])[O:24][CH2:25]3)[cH:17][c:18]2[cH:19][cH:20]1.[c:28]1([P:29]([c:30]2[cH:31][cH:32][cH:33][cH:34][cH:35]2)[c:36]2[cH:37][cH:38][cH:39][cH:40][cH:41]2)[cH:42][cH:43][cH:44][cH:45][cH:46]1>>[CH3:1][C:2]1([CH3:9])[CH2:3][CH2:4][CH:5]([O:8][c:11]2[cH:12][c:13]3[cH:14][cH:15][c:16]([C:21]4([CH3:27])[NH:22][C:23](=[O:26])[O:24][CH2:25]4)[cH:17][c:18]3[cH:19][cH:20]2)[CH2:6][CH2:7]1.